From a dataset of the Open Reaction Database (ORD), a public repository of structured organic reaction records. describe an organic reaction: reactants, conditions, products, and yield The reactants are solution, C12(CC3CC(CC(C1)C3)C2)CC(=O)O (1-adamantaneacetic acid), C(C)OC(=O)C1=NN2C(C(=CC=C2)N)=C1 (4-aminopyrazolo[1,5-a]pyridine-2-carboxylic acid ethyl ester), [Cl-].ClC1[NH+](CCN1C)C (2-chloro-1,3-dimethylimidazolinium chloride), C(=O)(O)[O-].[Na+] (NaHCO3). Solvent: C1(=CC=CC=C1)C (toluene), CN(C)C=O (DMF), C(C)N(CC)CC (triethylamine), C(C)#N (ACN). Reaction conditions: temperature 50 celsius. The product is C(C)OC(=O)C1=NN2C(C(=CC=C2)NC(CC23CC4CC(CC(C2)C4)C3)=O)=C1 (4-(2-Adamantan-1-ylacetylamino)pyrazolo[1,5-a]pyridine-2-carboxylic acid ethyl ester). RXN SMILES: [C:1]12([CH2:11][C:12](O)=[O:13])[CH2:10][CH:5]3[CH2:6][CH:7]([CH2:9][CH:3]([CH2:4]3)[CH2:2]1)[CH2:8]2.[CH2:15]([O:17][C:18]([C:20]1[CH:29]=[C:23]2[C:24]([NH2:28])=[CH:25][CH:26]=[CH:27][N:22]2[N:21]=1)=[O:19])[CH3:16].[Cl-].ClC1N(C)CC[NH+]1C.C([O-])(O)=O.[Na+]>C1(C)C=CC=CC=1.CN(C=O)C.C(#N)C.C(N(CC)CC)C>[CH2:15]([O:17][C:18]([C:20]1[CH:29]=[C:23]2[C:24]([NH:28][C:12](=[O:13])[CH2:11][C:1]34[CH2:10][CH:5]5[CH2:4][CH:3]([CH2:9][CH:7]([CH2:6]5)[CH2:8]3)[CH2:2]4)=[CH:25][CH:26]=[CH:27][N:22]2[N:21]=1)=[O:19])[CH3:16] |f:2.3,4.5|. Procedure details: A 1.0 M solution of triethylamine in toluene (0.3 mL) is added to a solution of 1-adamantaneacetic acid (14 mg, 80 μmol) and 4-aminopyrazolo[1,5-a]pyridine-2-carboxylic acid ethyl ester (12 mg, 60 μmol) in DMF (0.3 mL) under N2. A solution of 2-chloro-1,3-dimethylimidazolinium chloride (20 mg, 120 μmol) in ACN (0.3 mL) is added. The reaction vessel is sealed and the mixture is warmed to 50° C. for 2 h. The mixture is cooled to rt. 50% Sat. aq. NaHCO3 (2 mL) is added. The solution is extracted wi... Starting materials: C[C@]12CCC(=O)C=C1CC[C@@H]3[C@@H]2[C@H](C[C@]4([C@H]3CC[C@@H]4C(=O)CO)CO)O (18-hydroxycorticosterone), 11,18-diol, C1(=CC=C(C=C1)S(=O)(=O)O)C (p-toluenesulfonic acid), C(C)(=O)OC(C)=O (acetic anhydride), C(=O)N (formamide), C[C@]12CCC(=O)C=C1CC[C@@H]3[C@@H]2[C@H](C[C@]4([C@H]3CC[C@@H]4C(=O)CO)C=O)O (aldosterone), 21-acetoxy-11-dehydrocorticosterone. Reaction SMILES: [CH3:1][C@@:2]12[C@H:12]3[C@@H](O)[CH2:14][C@:15]4([CH2:24]O)[C@@H:19]([C:20]([CH2:22][OH:23])=[O:21])[CH2:18][CH2:17][C@H:16]4[C@@H:11]3[CH2:10][CH2:9][C:8]1=[CH:7][C:5](=[O:6])[CH2:4][CH2:3]2.C[C@@]12[C@H]3[C@@H](O)C[C@]4(C=O)[C@@H](C(CO)=O)CC[C@H]4[C@@H]3CCC1=CC(=O)CC2.C1(C)C=CC(S(O)(=O)=O)=CC=1.C(OC(=O)C)(=O)C.[CH:71](N)=[O:72]>ClCCCl.CC1CCCCC1.C1(C)C=CC=CC=1.N1C=CC=CC=1>[CH3:1][C@@:2]12[C@H:12]3[C@H:71]4[O:72][CH2:24][C:15]5([C@@H:19]([C:20]([CH2:22][OH:23])=[O:21])[CH2:18][CH2:17][C@H:16]5[C@@H:11]3[CH2:10][CH2:9][C:8]1=[CH:7][C:5](=[O:6])[CH2:4][CH2:3]2)[CH2:14]4 |f:6.7|. Procedure: 18-deoxyaldosterone was prepared by acid-catalyzed dehydration of 18-hydroxycorticosterone, the latter having been, in turn, prepared biosynthetically employing slices of aldosterone-producing adrenal tissue [Ulick et al, Methods in Enzymology, 36, p. 503 (1975)]. The 11,18-diol (1.0 mg.) in 10 ml 1,2-dichloroethane saturated with p-toluenesulfonic acid was heated under reflux for 30 minutes. The solvent was washed with dilute sodium carbonate and water, dried and evaporated. Chromatographic ana... Run in N1=CC=CC=C1 (pyridine), ClCCCl (1,2-dichloroethane), CC1CCCCC1.C1(=CC=CC=C1)C (methylcyclohexane toluene). Yields the product C[C@]12CCC(=O)C=C1CC[C@@H]3[C@@H]2[C@@H]4CC5([C@H]3CC[C@@H]5C(=O)CO)CO4 (18-deoxyaldosterone). Reactants: COC(=O)Cc1ccc(C#Cc2cc(O)c3c(c2)C(C)(C)CC(C)(C)O3)cc1F, CO, [K+], [OH-]. Product: CC1(C)CC(C)(C)c2cc(C#Cc3ccc(CC(=O)O)c(F)c3)cc(O)c2O1. As a reaction SMILES: [CH3:1][O:2][C:3]([CH2:4][c:5]1[c:6]([F:28])[cH:7][c:8]([C:11]#[C:12][c:13]2[cH:14][c:15]3[c:20]([c:21]([OH:23])[cH:22]2)[O:19][C:18]([CH3:24])([CH3:25])[CH2:17][C:16]3([CH3:26])[CH3:27])[cH:9][cH:10]1)=[O:29].[CH3:32][OH:33].[K+:31].[OH-:30]>>[O:2]=[C:3]([CH2:4][c:5]1[c:6]([F:28])[cH:7][c:8]([C:11]#[C:12][c:13]2[cH:14][c:15]3[c:20]([c:21]([OH:23])[cH:22]2)[O:19][C:18]([CH3:24])([CH3:25])[CH2:17][C:16]3([CH3:26])[CH3:27])[cH:9][cH:10]1)[OH:29].